This data is from the Open Reaction Database (ORD), a public repository of structured organic reaction records. The task is: describe an organic reaction: reactants, conditions, products, and yield Reactants: BrC1=C(C(=CC=C1)C)CCC(=O)OCC (ethyl 3-(2-bromo-6-methylphenyl)propanoate), CC(C)C[AlH]CC(C)C (DIBAL-H). Solvent: C1CCOC1 (THF). Run at temperature -78 celsius, time 1 hour. Product: BrC1=C(C(=CC=C1)C)CCCO (3-(2-bromo-6-methylphenyl)propan-1-ol). As a reaction SMILES: [Br:1][C:2]1[CH:7]=[CH:6][CH:5]=[C:4]([CH3:8])[C:3]=1[CH2:9][CH2:10][C:11](OCC)=[O:12].CC(C[AlH]CC(C)C)C>C1COCC1>[Br:1][C:2]1[CH:7]=[CH:6][CH:5]=[C:4]([CH3:8])[C:3]=1[CH2:9][CH2:10][CH2:11][OH:12]. Reported procedure: To a solution of the ester from Step 1 (1 eq.) in THF (0.07M) at −78° C. was added dropwise DIBAL-H (2.1 eq). The reaction mixture was stirred 1 h at −78° C., warm slowly to 0° C. quenched with aqueous 1N HCl and finally diluted with Et2O. The organic extract was washed with aqueous 6N HCl, water, saturated aqueous NaHCO3, brine, dried over MgSO4 filtered and concentrated. Purification by column chromatography on silica gel (Combi-Flash by ISCO), eluting with Hex/EtOAc (0 to 50%, in 30 min) affo... Run in C1(=CC=CC=C1)C (toluene). As a reaction SMILES: [C:1]([C:6]1[CH:11]=[CH:10][CH:9]=[CH:8][CH:7]=1)(=O)[CH2:2][CH2:3][CH3:4].[NH:12]1[CH2:16][CH2:15][CH2:14][CH2:13]1.B(F)(F)F.CCOCC.O>C1(C)C=CC=CC=1>[C:6]1([C:1]([N:12]2[CH2:16][CH2:15][CH2:14][CH2:13]2)=[CH:2][CH2:3][CH3:4])[CH:11]=[CH:10][CH:9]=[CH:8][CH:7]=1 |f:2.3|. Isolated yield 77.3%. Yields the product C1(=CC=CC=C1)C(=CCC)N1CCCC1 (1-(1-phenyl-1-butenyl) pyrrolidine). The reactants are C(CCC)(=O)C1=CC=CC=C1 (n-butyrophenone), N1CCCC1 (pyrrolidine), B(F)(F)F.CCOCC (boron trifluoride etherate), O (water), 4A. Procedure details: In 50 ml of toluene, 4.44 g of n-butyrophenone, 6.40 g of pyrrolidine and 0.43 g of boron trifluoride etherate were dissolved. The mixture was refluxed for 47 hours using a Cope water separator and molecular sieve 4A as the dehydrating agent. After having distilled out the solvent under a reduced pressure, the residue was subjected to a distillation under a reduced pressure to obtain the desired enamine as a pale yellowish oil (yield: 4.66 g, 77%). Reactants: CC(C)(OC(=O)NNC(=O)C1=NC(=C(C(=C1)OCC1=CC=CC=C1)OCC1=CC=CC=C1)CSC1=CC=NC=C1)C (4,5-Bis(phenylmethoxy)-6-[(4-pyridinylthio)methyl]-2-pyridinecarboxylic acid, 2-[(1,1-dimethylethoxy)carbonyl]hydrazide), CI (methyliodide). Solvent: CN(C=O)C (dimethylformamide). Product: [I-].CC(C)(OC(=O)NNC(=O)C1=CC(=C(C(=N1)CSC1=CC=[N+](C=C1)C)OCC1=CC=CC=C1)OCC1=CC=CC=C1)C (4-[[[6-[[2-[(1,1-Dimethylethoxy)carbonyl]-hydrazino]carbonyl]-3,4-bis(phenylmethoxy)-2-pyridinyl]methyl]thio]-1-methylpyridinium iodide). Reaction SMILES: [CH3:1][C:2]([CH3:41])([O:4][C:5]([NH:7][NH:8][C:9]([C:11]1[CH:16]=[C:15]([O:17][CH2:18][C:19]2[CH:24]=[CH:23][CH:22]=[CH:21][CH:20]=2)[C:14]([O:25][CH2:26][C:27]2[CH:32]=[CH:31][CH:30]=[CH:29][CH:28]=2)=[C:13]([CH2:33][S:34][C:35]2[CH:40]=[CH:39][N:38]=[CH:37][CH:36]=2)[N:12]=1)=[O:10])=[O:6])[CH3:3].[CH3:42][I:43]>CN(C)C=O>[I-:43].[CH3:3][C:2]([CH3:41])([O:4][C:5]([NH:7][NH:8][C:9]([C:11]1[N:12]=[C:13]([CH2:33][S:34][C:35]2[CH:36]=[CH:37][N+:38]([CH3:42])=[CH:39][CH:40]=2)[C:14]([O:25][CH2:26][C:27]2[CH:28]=[CH:29][CH:30]=[CH:31][CH:32]=2)=[C:15]([O:17][CH2:18][C:19]2[CH:20]=[CH:21][CH:22]=[CH:23][CH:24]=2)[CH:16]=1)=[O:10])=[O:6])[CH3:1] |f:3.4|. Procedure: 2.7 g of the compound of Example 20a and 1.3 g methyliodide were stirred in 30 ml dimethylformamide for 48 hours. Complete reaction by DC after that time. The dimethylformamide was distilled off and the residue stirred with ether yielding 3.3 g of the title compound, yellow solid. M.P.=192°-193° C. (dec). The reactants are N(=O)[O-].[Na+] (NaNO2), II (iodine), N1=CC=C(C=C1)CC1=CC=C(N)C=C1 (4-(pyridin-4-ylmethyl)aniline). Run in O (water), O (water), C(C)(=O)O (acetic acid), Cl (hydrochloric acid). Run at time 30 minute. Product: IC1=CC=C(CC2=CC=NC=C2)C=C1 (4-(4-iodobenzyl)pyridine). The yield is 21.4%. RXN SMILES: [N:1]1[CH:6]=[CH:5][C:4]([CH2:7][C:8]2[CH:14]=[CH:13][C:11](N)=[CH:10][CH:9]=2)=[CH:3][CH:2]=1.N([O-])=O.[Na+].[I:19]I>C(O)(=O)C.Cl.O>[I:19][C:11]1[CH:13]=[CH:14][C:8]([CH2:7][C:4]2[CH:5]=[CH:6][N:1]=[CH:2][CH:3]=2)=[CH:9][CH:10]=1 |f:1.2|. Procedure details: A solution of 4-(pyridin-4-ylmethyl)aniline (679 mg, 3.7 mmol) in acetic acid (1.84 mL) and concentrated hydrochloric acid (0.787 mL) was cooled to 0° C. NaNO2 (280 mg, 40.7 mmol) in water (1.23 mL) was added dropwise and the reaction mixture was allowed to stir for 30 min. A solution of KI (737 mg, 4.44 mmol) and iodine (563 mg, 2.22 mmole) in water (3.7 mL) was added dropwise to the above solution. The solution stirred for 30 min at 0° C. and for 1 h at rt. The reaction was quenched by the add...